Dataset: the Open Reaction Database (ORD), a public repository of structured organic reaction records. Task: describe an organic reaction: reactants, conditions, products, and yield Reactants: SCc1ccccc1, CN(C)C=O, Cc1cccnc1F, [H-], [Na+], O. The product is Cc1cccnc1SCc1ccccc1. RXN SMILES: [CH2:8]([c:9]1[cH:10][cH:11][cH:12][cH:13][cH:14]1)[SH:15].[CH3:3][N:4]([CH3:5])[CH:6]=[O:7].[F:16][c:17]1[n:18][cH:19][cH:20][cH:21][c:22]1[CH3:23].[H-:1].[Na+:2].[OH2:24]>>[CH2:8]([c:9]1[cH:10][cH:11][cH:12][cH:13][cH:14]1)[S:15][c:17]1[n:18][cH:19][cH:20][cH:21][c:22]1[CH3:23]. Starting materials: BrC1=C(C(=O)/N=C\2/N(N(C(=C2)C(C)(C)C)C)CCCC)C=C(C=C1)C(F)(F)F ((E)-2-bromo-N-(5-tert-butyl-2-butyl-1-methyl-1H-pyrazol-3(2H)-ylidene)-5-(trifluoromethyl)benzamide), C1(CCCCC1)P(C1=C(C=CC=C1)C1=C(C=CC=C1OC)OC)C1CCCCC1 (dicyclohexyl(2′,6′-dimethoxybiphenyl-2-yl)phosphine), [Br-].C(C)OC(CC[Zn+])=O ((3-ethoxy-3-oxopropyl)zinc(II) bromide), CO (methanol). The reagents and catalysts are C(C)(=O)[O-].[Pd+2].C(C)(=O)[O-] (palladium acetate). Solvent: O1CCCC1 (tetrahydrofuran), C(C)(=O)OCC (ethyl acetate), C(C)N(CC)CC (triethylamine), O (water), C(C)(=O)OCC (ethyl acetate). Run at temperature 65 celsius. The product is C(CCC)N\1N(C(=C/C1=N\C(=O)C1=C(C=CC(=C1)C(F)(F)F)CCC(=O)OCC)C(C)(C)C)C (ethyl 3-[2-({[(3E)-2-butyl-5-tert-butyl-1-methyl-1,2-dihydro-3H-pyrazol-3-ylidene]amino}carbonyl)-4-(trifluoromethyl)phenyl]propanoate). Yield: 97.9%. Reaction SMILES: Br[C:2]1[CH:24]=[CH:23][C:22]([C:25]([F:28])([F:27])[F:26])=[CH:21][C:3]=1[C:4](/[N:6]=[C:7]1/[N:8]([CH2:17][CH2:18][CH2:19][CH3:20])[N:9]([CH3:16])[C:10]([C:12]([CH3:15])([CH3:14])[CH3:13])=[CH:11]/1)=[O:5].C1(P(C2CCCCC2)C2C=CC=CC=2C2C(OC)=CC=CC=2OC)CCCCC1.[Br-].[CH2:59]([O:61][C:62](=[O:66])[CH2:63][CH2:64][Zn+])[CH3:60].CO>O1CCCC1.O.C(OCC)(=O)C.C([O-])(=O)C.[Pd+2].C([O-])(=O)C.C(N(CC)CC)C>[CH2:17]([N:8]1[N:9]([CH3:16])[C:10]([C:12]([CH3:15])([CH3:14])[CH3:13])=[CH:11]/[C:7]/1=[N:6]\[C:4]([C:3]1[CH:21]=[C:22]([C:25]([F:28])([F:27])[F:26])[CH:23]=[CH:24][C:2]=1[CH2:64][CH2:63][C:62]([O:61][CH2:59][CH3:60])=[O:66])=[O:5])[CH2:18][CH2:19][CH3:20] |f:2.3,8.9.10|. Procedure details: To a mixture of Example 11A (400 mg, 0.869 mmol), palladium acetate (19.5 mg, 0.087 mmol), dicyclohexyl(2′,6′-dimethoxybiphenyl-2-yl)phosphine (71.3 mg, 0.174 mmol) was added a solution of (3-ethoxy-3-oxopropyl)zinc(II) bromide (4.17 mL, 2.085 mmol) in tetrahydrofuran. This mixture was heated at 65° C. for 12 hours then cooled to room temperature and diluted with water and ethyl acetate. The organic layer was separated, dried (Na2SO4), filtered, and concentrated under reduced pressure. The resid...